This data is from the Open Reaction Database (ORD), a public repository of structured organic reaction records. The task is: describe an organic reaction: reactants, conditions, products, and yield Yields the product COCCOC(=O)NC1=C(COC=2C=3N(C=CC2)C(=C(N3)C)CO)C(=CC=C1)C (8-{2-[(2-Methoxyethoxy)carbonylamino]-6-methylbenzyloxy}-2-methylimidazo[1,2-a]pyridine-3-methanol). Conditions: time 48 hour. The solvent is CC(=O)C (acetone). Starting materials: OC=1C=2N(C=CC1)C(=C(N2)C)CO (8-hydroxy-2-methylimidazo[1,2-a]pyridine-3-methanol), C([O-])([O-])=O.[Na+].[Na+] (sodium carbonate), [I-].[Na+] (sodium iodide), ClCC1=C(C=CC=C1C)NC(OCCOC)=O (2-methoxyethyl 2-chloromethyl-3-methylphenylcarbamate). Yield: 61.8%. As a reaction SMILES: [OH:1][C:2]1[C:3]2[N:4]([C:8]([CH2:12][OH:13])=[C:9]([CH3:11])[N:10]=2)[CH:5]=[CH:6][CH:7]=1.C(=O)([O-])[O-].[Na+].[Na+].[I-].[Na+].Cl[CH2:23][C:24]1[C:29]([CH3:30])=[CH:28][CH:27]=[CH:26][C:25]=1[NH:31][C:32](=[O:38])[O:33][CH2:34][CH2:35][O:36][CH3:37]>CC(C)=O>[CH3:37][O:36][CH2:35][CH2:34][O:33][C:32]([NH:31][C:25]1[CH:26]=[CH:27][CH:28]=[C:29]([CH3:30])[C:24]=1[CH2:23][O:1][C:2]1[C:3]2[N:4]([C:8]([CH2:12][OH:13])=[C:9]([CH3:11])[N:10]=2)[CH:5]=[CH:6][CH:7]=1)=[O:38] |f:1.2.3,4.5|. Reported procedure: A mixture of 178 mg (1.0 mmol) of 8-hydroxy-2-methylimidazo[1,2-a]pyridine-3-methanol, 117 mg (1.1 mmol) of anhydrous sodium carbonate, 15 mg (0.1 mmol) of sodium iodide and 283 mg (1.1 mmol) of 2-methoxyethyl 2-chloromethyl-3-methylphenylcarbamate in 5 ml of acetone is stirred at RT for 48 h, worked up analogously to Example 2 and chromatographed by means of ethyl acetate/isopropyl alcohol (9:1). 247 mg (62%) of the title compound are obtained. Reactants: CCN(C(C)C)C(C)C, Nc1ccc2[nH]nc(CN3C(=O)c4ccccc4C3=O)c2c1, O=C(O)C1CCN(CC(=O)N2CCN(c3ccc(-c4ncccn4)cc3)CC2)C1, CN(C)C=O. Product: O=C(Nc1ccc2[nH]nc(CN3C(=O)c4ccccc4C3=O)c2c1)C1CCN(CC(=O)N2CCN(c3ccc(-c4ncccn4)cc3)CC2)C1. As a reaction SMILES: [CH:52]([N:53]([CH:54]([CH3:55])[CH3:56])[CH2:57][CH3:58])([CH3:59])[CH3:60].[NH2:1][c:2]1[cH:3][c:4]2[c:5]([CH2:11][N:12]3[C:13](=[O:22])[c:14]4[cH:15][cH:16][cH:17][cH:18][c:19]4[C:20]3=[O:21])[n:6][nH:7][c:8]2[cH:9][cH:10]1.[O:23]=[C:24]([CH2:25][N:26]1[CH2:27][CH:28]([C:31](=[O:32])[OH:33])[CH2:29][CH2:30]1)[N:34]1[CH2:35][CH2:36][N:37]([c:40]2[cH:41][cH:42][c:43](-[c:46]3[n:47][cH:48][cH:49][cH:50][n:51]3)[cH:44][cH:45]2)[CH2:38][CH2:39]1.[O:61]=[CH:62][N:63]([CH3:64])[CH3:65]>>[NH:1]([c:2]1[cH:3][c:4]2[c:5]([CH2:11][N:12]3[C:13](=[O:22])[c:14]4[cH:15][cH:16][cH:17][cH:18][c:19]4[C:20]3=[O:21])[n:6][nH:7][c:8]2[cH:9][cH:10]1)[C:31]([CH:28]1[CH2:27][N:26]([CH2:25][C:24](=[O:23])[N:34]2[CH2:35][CH2:36][N:37]([c:40]3[cH:41][cH:42][c:43](-[c:46]4[n:47][cH:48][cH:49][cH:50][n:51]4)[cH:44][cH:45]3)[CH2:38][CH2:39]2)[CH2:30][CH2:29]1)=[O:32]. The reactants are Cc1nccc2nc(NCCN3CCNCC3)ccc12, CC(=O)O, O=Cc1ccccc1, CN(C)C=O. Yields the product Cc1nccc2nc(NCCN3CCN(Cc4ccccc4)CC3)ccc12. As a reaction SMILES: [CH3:1][c:2]1[c:3]2[cH:4][cH:5][c:6]([NH:12][CH2:13][CH2:14][N:15]3[CH2:16][CH2:17][NH:18][CH2:19][CH2:20]3)[n:7][c:8]2[cH:9][cH:10][n:11]1.[CH3:29][C:30](=[O:31])[OH:32].[CH:21](=[O:22])[c:23]1[cH:24][cH:25][cH:26][cH:27][cH:28]1.[O:33]=[CH:34][N:35]([CH3:36])[CH3:37]>>[CH3:1][c:2]1[c:3]2[cH:4][cH:5][c:6]([NH:12][CH2:13][CH2:14][N:15]3[CH2:16][CH2:17][N:18]([CH2:21][c:23]4[cH:24][cH:25][cH:26][cH:27][cH:28]4)[CH2:19][CH2:20]3)[n:7][c:8]2[cH:9][cH:10][n:11]1. The reactants are solution, C(=O)=O (CO2), BrC1=CC2=C(OC(C=C2)(C)C)C=C1 (6-bromo-2,2-dimethyl-2H-benzo[b]pyran), C(CCC)[Li] (n-butyllithium). Run in O1CCCC1 (tetrahydrofuran), CCCCCC (hexane). Reaction conditions: temperature -70 celsius, time 15 minute. The product is CC1(C=CC2=C(O1)C=CC(=C2)C(=O)O)C (2,2-Dimethyl-2H-benzo[b]pyran-6-carboxylic Acid). As a reaction SMILES: Br[C:2]1[CH:13]=[CH:12][C:5]2[O:6][C:7]([CH3:11])([CH3:10])[CH:8]=[CH:9][C:4]=2[CH:3]=1.C([Li])CCC.[C:19](=[O:21])=[O:20]>O1CCCC1.CCCCCC>[CH3:10][C:7]1([CH3:11])[O:6][C:5]2[CH:12]=[CH:13][C:2]([C:19]([OH:21])=[O:20])=[CH:3][C:4]=2[CH:9]=[CH:8]1. Procedure: To a solution of 6-bromo-2,2-dimethyl-2H-benzo[b]pyran (see J. Med. Chem., 33, 3028 [1990]) (5.0 g) in dry tetrahydrofuran (100 ml) at -70° C. under nitrogen was added, dropwise, a 1.6M solution of n-butyllithium in hexane (17 ml). The reaction mixture was stirred at -70° C. for 15 minutes then treated with an excess of finely ground solid CO2. The reaction was further stirred for one hour, the solvent evaporated in vacuo and the residue taken up in ethyl acetate and washed with dilute aqueous h... Starting materials: CC(=O)C1C(=O)CCC1=O, C1COCCN1, CS(C)=O, O=Cc1ccc2c(c1)OCO2, Cl, O. Product: O=C(C=Cc1ccc2c(c1)OCO2)C1C(=O)CCC1=O. Reaction SMILES: [C:1]([CH3:2])(=[O:3])[CH:4]1[C:5](=[O:10])[CH2:6][CH2:7][C:8]1=[O:9].[CH2:22]1[NH:23][CH2:24][CH2:25][O:26][CH2:27]1.[CH3:30][S:31]([CH3:32])=[O:33].[CH:11](=[O:12])[c:13]1[cH:14][cH:15][c:16]2[c:20]([cH:21]1)[O:19][CH2:18][O:17]2.[ClH:28].[OH2:29]>>[C:1]([CH:2]=[CH:11][c:13]1[cH:14][cH:15][c:16]2[c:20]([cH:21]1)[O:19][CH2:18][O:17]2)(=[O:3])[CH:4]1[C:5](=[O:10])[CH2:6][CH2:7][C:8]1=[O:9].